This data is from the Open Reaction Database (ORD), a public repository of structured organic reaction records. The task is: describe an organic reaction: reactants, conditions, products, and yield The reactants are CN(S(=O)(=O)C1=CC=CC=C1)C(C1=CC=CC=C1)(C)C (N-methyl-N-(α,α-dimethylbenzyl)benzenesulfonamide), [OH-].[Na+] (sodium hydroxide), C1(=CC=CC=C1)S(=O)(=O)Cl (benzenesulfonyl chloride), CC(C1=CC=CC=C1)(C)N (α,α-dimethylbenzylamine), aqueous solution. The product is CC(C1=CC=CC=C1)(C)NS(=O)(=O)C1=CC=CC=C1 (N-(α,α-dimethylbenzyl)benzenesulfonamide). The yield is 67.0%. RXN SMILES: C[N:2]([C:12]([CH3:20])([CH3:19])[C:13]1[CH:18]=[CH:17][CH:16]=[CH:15][CH:14]=1)[S:3]([C:6]1[CH:11]=[CH:10][CH:9]=[CH:8][CH:7]=1)(=[O:5])=[O:4].CC(N)(C)C1C=CC=CC=1.[OH-].[Na+].C1(S(Cl)(=O)=O)C=CC=CC=1>>[CH3:20][C:12]([NH:2][S:3]([C:6]1[CH:11]=[CH:10][CH:9]=[CH:8][CH:7]=1)(=[O:4])=[O:5])([CH3:19])[C:13]1[CH:14]=[CH:15][CH:16]=[CH:17][CH:18]=1 |f:2.3|. Reported procedure: The N-(α,α-dimethylbenzyl)benzenesulfonamide used as a starting compound in the above procedure could be prepared in the following manner. A two-layered mixture consisting of 33.8 g (0.25 mole) of α,α-dimethylbenzylamine and 120 ml of a 10% aqueous solution of sodium hydroxide was stirred at below 40° C., and 44.1 g of benzenesulfonyl chloride was added dropwise. Stirring the mixture for an additional 1.5 hours afforded a white precipitate. The solid precipitate was collected by filtration, and ... The reactants are C(C)(C)(C)OC(=O)N1[C@@H](C[C@H](C1)F)C(NCC1=C(C(=CC(=C1)C(=O)OC)Cl)F)=O ((2S,4R)-2-(3-chloro-2-fluoro-5-methoxycarbonyl-benzylcarbamoyl)-4-fluoro-pyrrolidine-1-carboxylic acid tert-butyl ester), [Li+].[OH-] (LiOH). Run in C1CCOC1.CO.O (THF MeOH H2O). Reaction conditions: time 4 hour. Product: C(C)(C)(C)OC(=O)N1[C@@H](C[C@H](C1)F)C(NCC1=C(C(=CC(=C1)C(=O)O)Cl)F)=O ((2S,4R)-2-(5-Carboxy-3-chloro-2-fluoro-benzylcarbamoyl)-4-fluoro-pyrrolidine-1-carboxylic acid tert-butyl ester). Reaction SMILES: [C:1]([O:5][C:6]([N:8]1[CH2:12][C@H:11]([F:13])[CH2:10][C@H:9]1[C:14](=[O:29])[NH:15][CH2:16][C:17]1[CH:22]=[C:21]([C:23]([O:25]C)=[O:24])[CH:20]=[C:19]([Cl:27])[C:18]=1[F:28])=[O:7])([CH3:4])([CH3:3])[CH3:2].[Li+].[OH-]>C1COCC1.CO.O>[C:1]([O:5][C:6]([N:8]1[CH2:12][C@H:11]([F:13])[CH2:10][C@H:9]1[C:14](=[O:29])[NH:15][CH2:16][C:17]1[CH:22]=[C:21]([C:23]([OH:25])=[O:24])[CH:20]=[C:19]([Cl:27])[C:18]=1[F:28])=[O:7])([CH3:4])([CH3:2])[CH3:3] |f:1.2,3.4.5|. Reported procedure: To a mixture of (2S,4R)-2-(3-chloro-2-fluoro-5-methoxycarbonyl-benzylcarbamoyl)-4-fluoro-pyrrolidine-1-carboxylic acid tert-butyl ester (140 mg, 0.3 mmol) in THF/MeOH/H2O 2:1:1 (4 mL) was added LiOH (7 mg, 0.3 mmol). The reaction mixture was stirred for 4 h at ambient temperature and the solvent was removed in vacuo to give the title compound which was used without further purification. MS (LC/MS): 319.0 [M−100]+. tR (HPLC conditions c): 4.40 min. Yields the product C(C1=CC=CC=C1)OC1=CC(=C(C(C=CC2CC=CC=C2)=O)C(=C1)O)OCC(=O)OC (4′-Benzyloxy-6′-hydroxy-2′-(methoxycarbonylmethoxy)dihydrochalcone). Reaction conditions: time 3 day. Procedure details: To a solution of 4′,6′-dihydroxy-2′-(methoxycarbonylmethoxy)dihydrochalcone (0.6 g) in N,N-dimethylformamide (10 mL) were added potassium carbonate (0.26 g) and benzyl bromide (0.22 mL), and the mixture was stirred at room temperature for 3 days. The reaction mixture was poured into water, and the precipitated crystals were collected by filtration and dried under reduced pressure to give the title compound (0.53 g). The solvent is CN(C=O)C (N,N-dimethylformamide). Starting materials: OC1=CC(=C(C(C=CC2CC=CC=C2)=O)C(=C1)O)OCC(=O)OC (4′,6′-dihydroxy-2′-(methoxycarbonylmethoxy)dihydrochalcone), C([O-])([O-])=O.[K+].[K+] (potassium carbonate), C(C1=CC=CC=C1)Br (benzyl bromide), O (water). RXN SMILES: [OH:1][C:2]1[CH:17]=[C:16]([OH:18])[C:5]([C:6](=[O:15])[CH:7]=[CH:8][CH:9]2[CH:14]=[CH:13][CH:12]=[CH:11][CH2:10]2)=[C:4]([O:19][CH2:20][C:21]([O:23][CH3:24])=[O:22])[CH:3]=1.C(=O)([O-])[O-].[K+].[K+].[CH2:31](Br)[C:32]1[CH:37]=[CH:36][CH:35]=[CH:34][CH:33]=1.O>CN(C)C=O>[CH2:31]([O:1][C:2]1[CH:17]=[C:16]([OH:18])[C:5]([C:6](=[O:15])[CH:7]=[CH:8][CH:9]2[CH:10]=[CH:11][CH:12]=[CH:13][CH2:14]2)=[C:4]([O:19][CH2:20][C:21]([O:23][CH3:24])=[O:22])[CH:3]=1)[C:32]1[CH:37]=[CH:36][CH:35]=[CH:34][CH:33]=1 |f:1.2.3|. The reactants are [H-].[Na+] (sodium hydride), COC(C(CO)(C)C)=O (hydroxypivalic acid methyl ester), C(C)OS(=O)(=O)C1=CC=C(C=C1)C (p-toluenesulfonic acid ethyl ester). Run in CN(C=O)C (dimethylformamide), O.CCCCCC (water hexane), CN(C=O)C (dimethylformamide). Reaction conditions: time 90 minute. Yields the product COC(C(COCC)(C)C)=O (3-ethoxy-2,2-dimethylpropionic acid methyl ester). The yield is 34.0%. RXN SMILES: [H-].[Na+].[CH3:3][O:4][C:5](=[O:11])[C:6]([CH3:10])([CH3:9])[CH2:7][OH:8].[CH2:12](OS(C1C=CC(C)=CC=1)(=O)=O)[CH3:13]>CN(C)C=O.O.CCCCCC>[CH3:3][O:4][C:5](=[O:11])[C:6]([CH3:10])([CH3:9])[CH2:7][O:8][CH2:12][CH3:13] |f:0.1,5.6|. Procedure: 1 mol of sodium hydride was added to the solvent dimethylformamide, and 1 mol of hydroxypivalic acid methyl ester was added thereto while the temperature of the solution did not exceed 30° C. The solution was stirred at room temperature for 90 minutes. Then, 1.2 mol of p-toluenesulfonic acid ethyl ester was added to the solution while the temperature of the solution did not exceed 30° C. Then, a water/hexane mixture having the same mass as that of the dimethylformamide was added to and mixed wit... The yield is 18.3%. Procedure details: 5-Bromo-2-(6-chloropyridin-3-yloxy)-N,N-diethylbenzamide (457.5 g, 1.23 mol, 1 eq) was dissolved in anhydrous THF (3 L) and cooled to −78° C. To this solution was added a solution of LDA (2M in heptane/THF/ethyl benzene, 2.25 L, 4.5 mol, 3.65 eq) maintaining the temperature below −70° C. After the addition was complete, the solution was stirred for additional 30 min at −78° C. The acetone-dry ice bath was removed and the reaction was quenched with a saturated aqueous solution of NH4Cl (1 L), mai... Yields the product BrC=1C=C2C(C3=C(C=NC(=C3)Cl)OC2=CC1)=O (7-bromo-3-chloro-5H-chromeno[2,3-c]pyridin-5-one). Run in C1CCOC1 (THF). Starting materials: BrC=1C=CC(=C(C(=O)N(CC)CC)C1)OC=1C=NC(=CC1)Cl (5-Bromo-2-(6-chloropyridin-3-yloxy)-N,N-diethylbenzamide), [Li+].CC(C)[N-]C(C)C (LDA). Reaction conditions: temperature -78 celsius, time 30 minute. RXN SMILES: [Br:1][C:2]1[CH:3]=[CH:4][C:5]([O:15][C:16]2[CH:17]=[N:18][C:19]([Cl:22])=[CH:20][CH:21]=2)=[C:6]([CH:14]=1)[C:7](N(CC)CC)=[O:8].[Li+].CC([N-]C(C)C)C>C1COCC1>[Br:1][C:2]1[CH:14]=[C:6]2[C:5](=[CH:4][CH:3]=1)[O:15][C:16]1[CH:17]=[N:18][C:19]([Cl:22])=[CH:20][C:21]=1[C:7]2=[O:8] |f:1.2|. The reactants are ClC=1C=C(C=CC1Cl)NN (3,4-dichlorophenylhydrazine), C(C)(CC)C(C(=O)OCC)C(=O)OCC (diethyl sec-butyl-malonate). Yields the product ClC=1C=C(C=CC1Cl)N1NC(C(C1=O)C(C)CC)=O (1-(3,4-dichlorophenyl)-4-(sec-butyl)-pyrazolidine-3,5-dione). Isolated yield 76.2%. As a reaction SMILES: [Cl:1][C:2]1[CH:3]=[C:4]([NH:9][NH2:10])[CH:5]=[CH:6][C:7]=1[Cl:8].[CH:11]([CH:15]([C:21](OCC)=[O:22])[C:16](OCC)=[O:17])([CH2:13][CH3:14])[CH3:12]>>[Cl:1][C:2]1[CH:3]=[C:4]([N:9]2[C:16](=[O:17])[CH:15]([CH:11]([CH2:13][CH3:14])[CH3:12])[C:21](=[O:22])[NH:10]2)[CH:5]=[CH:6][C:7]=1[Cl:8]. Procedure details: 50 g of 3,4-dichlorophenylhydrazine (85%) and 122.5 g of diethyl sec-butyl-malonate were heated for 10 hours at 180° C. (external temperature) while distilling 21.3 g of ethanol. The remainder was taken up in 200 ml of methylene chloride, and the solution was extracted with 2N sodium hydroxide, then with water. The combined aqueous phases were washed with methylene chloride and acidified to pH 1 by concentrated hydrochloric acid. The precipitate was separated, washed with water, separated, dried... Reaction SMILES: [BH:1]([OH:2])[OH:3].[Br:14][c:15]1[cH:16][cH:17][c:18]([S:20](=[O:21])(=[O:22])[n:23]2[cH:24][cH:25][cH:26][cH:27]2)[s:19]1.[F:4][C:5]([c:6]1[cH:7][cH:8][cH:9][cH:10][cH:11]1)([F:12])[F:13]>>[F:4][C:5]([c:6]1[cH:7][cH:8][c:9](-[c:15]2[cH:16][cH:17][c:18]([S:20](=[O:21])(=[O:22])[n:23]3[cH:24][cH:25][cH:26][cH:27]3)[s:19]2)[cH:10][cH:11]1)([F:12])[F:13]. The reactants are OBO, O=S(=O)(c1ccc(Br)s1)n1cccc1, FC(F)(F)c1ccccc1. The product is O=S(=O)(c1ccc(-c2ccc(C(F)(F)F)cc2)s1)n1cccc1.